From a dataset of the Open Reaction Database (ORD), a public repository of structured organic reaction records. describe an organic reaction: reactants, conditions, products, and yield Run in CO (methanol). The yield is 23.7%. Procedure: A mixture of 7-[2-(2-formamidothiazol-4-yl)-2-(2-formyloxyethoxyimino)acetamido]-3-(1,3,4-thiadiazol-2-yl)thiomethyl-3-cephem-4-carboxylic acid (syn isomer, 3.1 g.), conc. hydrochloric acid (1.35 g.), tetrahydrofuran (23.0 ml.), and methanol (23.0 ml.) was stirred at room temperature for 6.5 hours. After concentrating the resultant solution in vacuo, methanol (50 ml.) was added to the residue. After concentrating the solution to a half volume of the initial, the precipitates were collected by fi... Reaction SMILES: C([NH:3][C:4]1[S:5][CH:6]=[C:7]([C:9](=[N:32][O:33][CH2:34][CH2:35][O:36]C=O)[C:10]([NH:12][CH:13]2[C:30](=[O:31])[N:15]3[C:16]([C:27]([OH:29])=[O:28])=[C:17]([CH2:20][S:21][C:22]4[S:23][CH:24]=[N:25][N:26]=4)[CH2:18][S:19][C@H:14]23)=[O:11])[N:8]=1)=O.[ClH:39].O1CCCC1>CO>[ClH:39].[NH2:3][C:4]1[S:5][CH:6]=[C:7]([C:9](=[N:32][O:33][CH2:34][CH2:35][OH:36])[C:10]([NH:12][CH:13]2[C:30](=[O:31])[N:15]3[C:16]([C:27]([OH:29])=[O:28])=[C:17]([CH2:20][S:21][C:22]4[S:23][CH:24]=[N:25][N:26]=4)[CH2:18][S:19][C@H:14]23)=[O:11])[N:8]=1 |f:4.5|. Yields the product Cl.NC=1SC=C(N1)C(C(=O)NC1[C@@H]2N(C(=C(CS2)CSC=2SC=NN2)C(=O)O)C1=O)=NOCCO (7-[2-(2-aminothiazol-4-yl)-2-(2-hydroxyethoxyimino)acetamido]-3-(1,3,4-thiadiazol-2-yl)thiomethyl-3-cephem-4-carboxylic acid hydrochloride). Reactants: C(=O)NC=1SC=C(N1)C(C(=O)NC1[C@@H]2N(C(=C(CS2)CSC=2SC=NN2)C(=O)O)C1=O)=NOCCOC=O (7-[2-(2-formamidothiazol-4-yl)-2-(2-formyloxyethoxyimino)acetamido]-3-(1,3,4-thiadiazol-2-yl)thiomethyl-3-cephem-4-carboxylic acid), Cl (hydrochloric acid), O1CCCC1 (tetrahydrofuran). Conditions: time 6.5 hour. The reactants are C1(=CC=CC=C1)C(C=CC=CC(=O)OCC)(CC(C)N(C)C)C1=CC=CC=C1 (ethyl 6,6-diphenyl-8-dimethylaminonona-2,4-dienoate). The solvent is C1(=CC=CC=C1)C (toluene). Run at time 1 hour. Yields the product C1(=CC=CC=C1)C(CCCCC(=O)OCC)(CC(C)N(C)C)C1=CC=CC=C1 (ethyl 6,6-diphenyl-8-dimethylaminononanoate). The yield is 81.3%. As a reaction SMILES: [C:1]1([C:7]([C:23]2[CH:28]=[CH:27][CH:26]=[CH:25][CH:24]=2)([CH2:17][CH:18]([N:20]([CH3:22])[CH3:21])[CH3:19])[CH:8]=[CH:9][CH:10]=[CH:11][C:12]([O:14][CH2:15][CH3:16])=[O:13])[CH:6]=[CH:5][CH:4]=[CH:3][CH:2]=1>C1(C)C=CC=CC=1>[C:1]1([C:7]([C:23]2[CH:28]=[CH:27][CH:26]=[CH:25][CH:24]=2)([CH2:17][CH:18]([N:20]([CH3:21])[CH3:22])[CH3:19])[CH2:8][CH2:9][CH2:10][CH2:11][C:12]([O:14][CH2:15][CH3:16])=[O:13])[CH:2]=[CH:3][CH:4]=[CH:5][CH:6]=1. Procedure details: 1.05 g of ethyl 6,6-diphenyl-8-dimethylaminonona-2,4-dienoate was dissolved in toluene (5 ml) and evaporated to dryness twice. The oil was taken up in 95% ethanol (25 ml) and placed in a Paar shaker bottle with 10% palladium on activated carbon (Pd/C, 190 mg). Paar shaker hydrogenation was conducted at room temperature and 60 psi pressure. After 1 hour, an additional 150 mg of catalyst were added and the hydrogenation reaction continued for 3 hours. TLC indicated complete reaction. The catalyst ... Starting materials: acid chloride, COC1=C(C=C(C(=O)O)C=C1)OC1COCC1OCSC (4-methoxy-3-(4-methylthiomethyloxytetrahydrofuran-3-yloxy)benzoic acid), NC1=C(C=NC=C1Cl)Cl (4-amino-3,5-dichloropyridine), [H-].[Na+] (sodium hydride). Run in O1CCCC1 (tetrahydrofuran), C(C(=O)Cl)(=O)Cl (oxalyl chloride), O1CCCC1 (tetrahydrofuran), O1CCCC1 (tetrahydrofuran). Conditions: time 90 minute. Product: ClC=1C=NC=C(C1NC(C1=CC(=C(C=C1)OC)OC1COCC1OCSC)=O)Cl (N-(3,5-Dichloropyridin-4-yl)-4-methoxy-3-(4-methylthiomethyloxytetrahydrofuran-3-yloxy)-benzamide). The yield is 20.4%. RXN SMILES: [CH3:1][O:2][C:3]1[CH:11]=[CH:10][C:6]([C:7]([OH:9])=O)=[CH:5][C:4]=1[O:12][CH:13]1[CH:17]([O:18][CH2:19][S:20][CH3:21])[CH2:16][O:15][CH2:14]1.[NH2:22][C:23]1[C:28]([Cl:29])=[CH:27][N:26]=[CH:25][C:24]=1[Cl:30].[H-].[Na+]>C(Cl)(=O)C(Cl)=O.O1CCCC1>[Cl:30][C:24]1[CH:25]=[N:26][CH:27]=[C:28]([Cl:29])[C:23]=1[NH:22][C:7](=[O:9])[C:6]1[CH:10]=[CH:11][C:3]([O:2][CH3:1])=[C:4]([O:12][CH:13]2[CH:17]([O:18][CH2:19][S:20][CH3:21])[CH2:16][O:15][CH2:14]2)[CH:5]=1 |f:2.3|. Reported procedure: 1.0 g (3.2 mmol) of 4-methoxy-3-(4-methylthiomethyloxytetrahydrofuran-3-yloxy)benzoic acid (starting compound A19) are heated to reflux for 90 min in 4 ml of oxalyl chloride. Excess oxalyl chloride is removed in vacuo and coevaporated using 2×20 ml of toluene. A solution of 520 mg (3.2 mmol) of 4-amino-3,5-dichloropyridine in 10 ml of tetrahydrofuran is added dropwise to a suspension of 200 mg (6.9 mmol) of 80% strength sodium hydride in 10 ml of tetrahydrofuran. The mixture is stirred at RT for... The reactants are C(C)(C)OC(C)C (Isopropyl ether), N1C=NC=C1 (imidazole), C(C)O (ethanol), C1C(C2=CC=CC=C2)O1 (styrene oxide). Run in O (water), N1=CC=CC=C1 (pyridine). The product is OC(CN1C=NC=C1)C1=CC=CC=C1 (1-(2-hydroxy-2-phenylethyl)imidazole). RXN SMILES: [NH:1]1[CH:5]=[CH:4][N:3]=[CH:2]1.C(O)C.[CH2:9]1[O:17][CH:10]1[C:11]1[CH:16]=[CH:15][CH:14]=[CH:13][CH:12]=1.C(OC(C)C)(C)C>O.N1C=CC=CC=1>[OH:17][CH:10]([C:11]1[CH:16]=[CH:15][CH:14]=[CH:13][CH:12]=1)[CH2:9][N:1]1[CH:5]=[CH:4][N:3]=[CH:2]1. Reported procedure: A solution of imidazole (47.0 g, 0.69 mol) in `super-dry` ethanol (175 ml) containing dry pyridine (3.0 ml) was stirred and heated to 75° when styrene oxide (80.0 g, 0.67 mol) was added dropwise at such a rate that the temperature of the reaction mixture was maintained at 80°-85°. Following the addition, the reaction mixture was stirred until the internal temperature had fallen to 50°. Isopropyl ether (300 ml) was then added to the reaction mixture, and the resulting mixture was poured into iced... Procedure: The subtitle compound was prepared by the method of example 39, step a) using the product of example 20, step b) and methyoxyethylamine. Yields the product OC1C(CC(C1O)N1N=NC2=C1N=C(N=C2NC2C(C2)C2=CC=CC=C2)SC)C(=O)NCCOC (2,3-Dihydroxy-N-(2-methoxyethyl)-4-[5-(methylthio)-7-[(2-phenylcyclopropyl)amino]-3H-1,2,3-triazolo[4,5-d]pyrimidin-3-yl]-cyclopentanecarboxamide). Starting materials: OC1C(CC(C1O)N1N=NC2=C1N=C(N=C2NC2C(C2)C2=CC=CC=C2)SC)C(=O)NC2=CC=CC=C2 (2,3-Dihydroxy-4-[5-(methylthio)-7-[(2-phenylcyclopropyl)amino]-3H-1,2,3-triazolo[4,5-d]pyrimidin-3-yl]-N-phenyl cyclopentanecarboxamide), COCCN (methyoxyethylamine). Reaction SMILES: [OH:1][CH:2]1[CH:6]([OH:7])[CH:5]([N:8]2[C:12]3[N:13]=[C:14]([S:27][CH3:28])[N:15]=[C:16]([NH:17][CH:18]4[CH2:20][CH:19]4[C:21]4[CH:26]=[CH:25][CH:24]=[CH:23][CH:22]=4)[C:11]=3[N:10]=[N:9]2)[CH2:4][CH:3]1[C:29]([NH:31][C:32]1C=CC=C[CH:33]=1)=[O:30].[CH3:38][O:39]CCN>>[OH:1][CH:2]1[CH:6]([OH:7])[CH:5]([N:8]2[C:12]3[N:13]=[C:14]([S:27][CH3:28])[N:15]=[C:16]([NH:17][CH:18]4[CH2:20][CH:19]4[C:21]4[CH:26]=[CH:25][CH:24]=[CH:23][CH:22]=4)[C:11]=3[N:10]=[N:9]2)[CH2:4][CH:3]1[C:29]([NH:31][CH2:32][CH2:33][O:39][CH3:38])=[O:30]. The reactants are C(CCC)C1=CC=C(C=C1)B(O)O (4-n-butyl-phenylboronic acid), C1(=CC=CC=C1)C (toluene), solution, C([O-])([O-])=O.[Na+].[Na+] (sodium carbonate), BrC1=CC(=C(C=C1)I)F (1-bromo-3-fluoro-4-iodo-benzene). The reagents and catalysts are B.[Na] (sodiumboric hydride), C1=CC=C(C=C1)P(C2=CC=CC=C2)C3=CC=CC=C3.C1=CC=C(C=C1)P(C2=CC=CC=C2)C3=CC=CC=C3.Cl[Pd]Cl (bis(triphenylphosphine) palladium(II)chloride). Run in C(C)O (ethanol), COC(C)(C)C (methyl-t-butyl ether), O (water), O1CCCC1 (tetrahydrofurane). Conditions: temperature 55 celsius. The product is BrC1=CC(=C(C=C1)C1=CC=C(C=C1)CCCC)F (4-bromo-4′-n-butyl-2-fluoro-biphenyl). The yield is 89.6%. RXN SMILES: [Br:1][C:2]1[CH:7]=[CH:6][C:5](I)=[C:4]([F:9])[CH:3]=1.[CH2:10]([C:14]1[CH:19]=[CH:18][C:17](B(O)O)=[CH:16][CH:15]=1)[CH2:11][CH2:12][CH3:13].C1(C)C=CC=CC=1.C(=O)([O-])[O-].[Na+].[Na+]>O1CCCC1.C1C=CC(P(C2C=CC=CC=2)C2C=CC=CC=2)=CC=1.C1C=CC(P(C2C=CC=CC=2)C2C=CC=CC=2)=CC=1.Cl[Pd]Cl.B.[Na].COC(C)(C)C.O.C(O)C>[Br:1][C:2]1[CH:7]=[CH:6][C:5]([C:17]2[CH:18]=[CH:19][C:14]([CH2:10][CH2:11][CH2:12][CH3:13])=[CH:15][CH:16]=2)=[C:4]([F:9])[CH:3]=1 |f:3.4.5,7.8.9,10.11,^1:82|. Reported procedure: 2.106 g of bis(triphenylphosphine) palladium(II)chloride (Merck Schuchart, Art. No. 804 174) were suspended in 20.0 ml tetrahydrofurane (Merck KGaA, Art. No.108 107) in a 50 ml, four necked vessel and heated to 55° C. Now 0.113 g sodiumboric hydride (Merck Schuchart, Art. Nr. 806 372) were added slowly while the suspension was stirred with a magnetic stirrer. The dark mixture was heated under reflux for 30 minutes and then allowed to cool to 40° C. 49.648 g of 1-bromo-3-fluoro-4-iodo-benzene (Wy... The reactants are [Al+3], COc1ccccc1OC(c1ccc(Cl)cc1)C1CNCCO1, CCOCC, ClC(Cl)Cl, [H-], [H-], [H-], [H-], [Li+], [Na+], [OH-], O. The product is COc1ccccc1OC(c1ccc(Cl)cc1)C1CN(C)CCO1. RXN SMILES: [Al+3:25].[CH3:1][O:2][c:3]1[c:4]([O:5][CH:6]([c:7]2[cH:8][cH:9][c:10]([Cl:13])[cH:11][cH:12]2)[CH:14]2[O:15][CH2:16][CH2:17][NH:18][CH2:19]2)[cH:20][cH:21][cH:22][cH:23]1.[CH3:37][CH2:38][O:39][CH2:40][CH3:41].[Cl:31][CH:32]([Cl:33])[Cl:34].[H-:24].[H-:27].[H-:28].[H-:29].[Li+:26].[Na+:36].[OH-:35].[OH2:30]>>[CH3:1][O:2][c:3]1[c:4]([O:5][CH:6]([c:7]2[cH:8][cH:9][c:10]([Cl:13])[cH:11][cH:12]2)[CH:14]2[O:15][CH2:16][CH2:17][N:18]([CH3:32])[CH2:19]2)[cH:20][cH:21][cH:22][cH:23]1.